This data is from the Open Reaction Database (ORD), a public repository of structured organic reaction records. The task is: describe an organic reaction: reactants, conditions, products, and yield Reactants: Cn1c(C(O)C(F)(F)F)cc(=O)c(OCc2ccccc2)c1CO, CC#N, O=S(Cl)Cl. The product is Cn1c(C(O)C(F)(F)F)cc(=O)c(OCc2ccccc2)c1CCl. Reaction SMILES: [CH2:1]([c:2]1[cH:3][cH:4][cH:5][cH:6][cH:7]1)[O:8][c:9]1[c:10]([CH2:23][OH:24])[n:11]([CH3:22])[c:12]([CH:16]([C:17]([F:18])([F:19])[F:20])[OH:21])[cH:13][c:14]1=[O:15].[CH3:29][C:30]#[N:31].[S:25]([Cl:26])([Cl:27])=[O:28]>>[CH2:1]([c:2]1[cH:3][cH:4][cH:5][cH:6][cH:7]1)[O:8][c:9]1[c:10]([CH2:23][Cl:27])[n:11]([CH3:22])[c:12]([CH:16]([C:17]([F:18])([F:19])[F:20])[OH:21])[cH:13][c:14]1=[O:15]. Reactants: N#CCCOCCl, O=C([O-])O, CCN(C(C)C)C(C)C, ClCCCl, [Na+], COc1ccc(C(OCC2OC(n3cnc4c(=O)[nH]c(NC(=O)COc5ccccc5)nc43)C(O)C2O)(c2ccccc2)c2ccc(OC)cc2)cc1. Product: COc1ccc(C(OCC2OC(n3cnc4c(=O)[nH]c(NC(=O)COc5ccccc5)nc43)C(OCOCCC#N)C2O)(c2ccccc2)c2ccc(OC)cc2)cc1. RXN SMILES: [C:63](#[N:64])[CH2:65][CH2:66][O:67][CH2:68][Cl:69].[C:70](=[O:71])([OH:72])[O-:73].[CH:54]([N:55]([CH:56]([CH3:57])[CH3:58])[CH2:59][CH3:60])([CH3:61])[CH3:62].[Cl:75][CH2:76][CH2:77][Cl:78].[Na+:74].[O:1]([c:2]1[cH:3][cH:4][cH:5][cH:6][cH:7]1)[CH2:8][C:9](=[O:10])[NH:11][c:12]1[nH:13][c:14](=[O:53])[c:15]2[n:16][cH:17][n:18]([CH:19]3[CH:20]([OH:21])[CH:22]([OH:23])[CH:24]([CH2:25][O:26][C:27]([c:28]4[cH:29][cH:30][c:31]([O:34][CH3:35])[cH:32][cH:33]4)([c:36]4[cH:37][cH:38][c:39]([O:42][CH3:43])[cH:40][cH:41]4)[c:44]4[cH:45][cH:46][cH:47][cH:48][cH:49]4)[O:50]3)[c:51]2[n:52]1>>[O:1]([c:2]1[cH:3][cH:4][cH:5][cH:6][cH:7]1)[CH2:8][C:9](=[O:10])[NH:11][c:12]1[nH:13][c:14](=[O:53])[c:15]2[n:16][cH:17][n:18]([CH:19]3[CH:20]([O:21][CH2:68][O:67][CH2:66][CH2:65][C:63]#[N:64])[CH:22]([OH:23])[CH:24]([CH2:25][O:26][C:27]([c:28]4[cH:29][cH:30][c:31]([O:34][CH3:35])[cH:32][cH:33]4)([c:36]4[cH:37][cH:38][c:39]([O:42][CH3:43])[cH:40][cH:41]4)[c:44]4[cH:45][cH:46][cH:47][cH:48][cH:49]4)[O:50]3)[c:51]2[n:52]1.